From a dataset of the Open Reaction Database (ORD), a public repository of structured organic reaction records. describe an organic reaction: reactants, conditions, products, and yield Starting materials: C1(=CC=C(C=C1)S(=O)(=O)Cl)C (p-toluene sulfonyl chloride), [I-].[Na+] (sodium iodide), [OH-].[Na+] (sodium hydroxide), S([O-])(O)=O.[Na+] (sodium bisulfite), II (iodine), [I-] (iodide), II (iodine). Run in C(C)(=O)O (acetic acid), O (water). Run at temperature 60 celsius. Yields the product C1(=CC=C(C=C1)SSC1=CC=C(C=C1)C)C (p-tolyl-disulfide). Yield: 96.6%. RXN SMILES: [C:1]1([CH3:11])[CH:6]=[CH:5][C:4]([S:7](Cl)(=O)=O)=[CH:3][CH:2]=1.[I-].[Na+].[I-].S(=O)(O)[O-].[Na+].II.[OH-].[Na+]>C(O)(=O)C.O>[C:1]1([CH3:11])[CH:6]=[CH:5][C:4]([S:7][S:7][C:4]2[CH:5]=[CH:6][C:1]([CH3:11])=[CH:2][CH:3]=2)=[CH:3][CH:2]=1 |f:1.2,4.5,7.8|. Procedure details: 19 g (0.1 mole) of p-toluene sulfonyl chloride are dissolved in 100 ml acetic acid whereupon 1.5 g (0.01 mole) of sodium iodide are added and the reaction mixture is stirred until the iodide is completely dissolved (5 minutes). The reaction mixture becomes dark brown. A 30% sodium bisulfite solution is slowly added dropwise at a rate that on addition the iodine color of the mixture should just disappear. During the dropwise addition the temperature of the mixture is raised to 60° C. (within abou... Reactants: B, Cc1ncc(C=CC(=O)CN2C(=O)C(NC(=O)OC(C)(C)C)CC2C)cn1, C1CCOC1, CSC, CO, ClCCl. The product is Cc1ncc(C=CC(O)CN2C(=O)C(NC(=O)OC(C)(C)C)CC2C)cn1. Reaction SMILES: [BH3:4].[C:5]([CH3:6])([CH3:7])([CH3:8])[O:9][C:10]([NH:11][CH:12]1[C:13](=[O:30])[N:14]([CH2:18][C:19]([CH:20]=[CH:21][c:22]2[cH:23][n:24][c:25]([CH3:28])[n:26][cH:27]2)=[O:29])[CH:15]([CH3:17])[CH2:16]1)=[O:31].[CH2:37]1[O:38][CH2:39][CH2:40][CH2:41]1.[CH3:1][S:2][CH3:3].[CH3:32][OH:33].[Cl:34][CH2:35][Cl:36]>>[C:5]([CH3:6])([CH3:7])([CH3:8])[O:9][C:10]([NH:11][CH:12]1[C:13](=[O:30])[N:14]([CH2:18][CH:19]([CH:20]=[CH:21][c:22]2[cH:23][n:24][c:25]([CH3:28])[n:26][cH:27]2)[OH:29])[CH:15]([CH3:17])[CH2:16]1)=[O:31]. The solvent is ice water. Conditions: temperature 100 celsius, time 1.5 hour. Reported procedure: 5.0 g (32 mmol) of 2-fluoro-5-nitroaniline were admixed with 10 ml (110 mmol) of acetic anhydride and 0.1 ml of conc. sulfuric acid and stirred at 100° C. for 1.5 hours. The solution was added to 100 ml of ice/water, and the precipitate which formed was filtered off and washed with water. The crude product was purified by chromatography (1:1 ethyl acetate/heptane) on silica gel (yield 5.4 g, 85%). The reactants are FC1=C(N)C=C(C=C1)[N+](=O)[O-] (2-fluoro-5-nitroaniline), C(C)(=O)OC(C)=O (acetic anhydride), S(O)(O)(=O)=O (sulfuric acid). As a reaction SMILES: [F:1][C:2]1[CH:8]=[CH:7][C:6]([N+:9]([O-:11])=[O:10])=[CH:5][C:3]=1[NH2:4].[C:12](OC(=O)C)(=[O:14])[CH3:13].S(=O)(=O)(O)O>>[F:1][C:2]1[CH:8]=[CH:7][C:6]([N+:9]([O-:11])=[O:10])=[CH:5][C:3]=1[NH:4][C:12](=[O:14])[CH3:13]. Yields the product FC1=C(C=C(C=C1)[N+](=O)[O-])NC(C)=O (N-(2-Fluoro-5-nitrophenyl)acetamide). Reaction SMILES: [CH3:25][O:26][c:27]1[cH:28][c:29]2[c:34]([cH:35][c:36]1[O:37][CH3:38])[CH2:33][NH:32][CH2:31][CH2:30]2.[CH:39]1([N:40]=[C:41]=[N:42][CH:43]2[CH2:44][CH2:45][CH2:46][CH2:47][CH2:48]2)[CH2:49][CH2:50][CH2:51][CH2:52][CH2:53]1.[O:54]=[CH:55][N:56]([CH3:57])[CH3:58].[OH:15][n:16]1[c:17]2[cH:18][cH:19][cH:20][cH:21][c:22]2[n:23][n:24]1.[OH:1][C:2](=[O:3])[CH:4]=[CH:5][c:6]1[cH:7][cH:8][cH:9][c:10]([N+:12]([O-:13])=[O:14])[cH:11]1>>[C:2](=[O:3])([CH:4]=[CH:5][c:6]1[cH:7][cH:8][cH:9][c:10]([N+:12]([O-:13])=[O:14])[cH:11]1)[N:32]1[CH2:31][CH2:30][c:29]2[cH:28][c:27]([O:26][CH3:25])[c:36]([O:37][CH3:38])[cH:35][c:34]2[CH2:33]1. The product is COc1cc2c(cc1OC)CN(C(=O)C=Cc1cccc([N+](=O)[O-])c1)CC2. Reactants: COc1cc2c(cc1OC)CNCC2, C(=NC1CCCCC1)=NC1CCCCC1, CN(C)C=O, On1nnc2ccccc21, O=C(O)C=Cc1cccc([N+](=O)[O-])c1. Starting materials: C(C)C=1C=C2C(=CC(OC2=CC1)=O)NC1CCNCC1 (6-Ethyl-4-(piperidin-4-ylamino)-chromen-2-one), CC=1C=C(C=O)C=CC1C (3,4-dimethylbenzaldehyde), N (NH3). Product: CC=1C=C(CN2CCC(CC2)NC2=CC(OC3=CC=C(C=C23)CC)=O)C=CC1C (4-{1-(3,4-Dimethyl-benzyl)-piperidin-4-ylamino}-6-ethyl-chromen-2-one). RXN SMILES: [CH2:1]([C:3]1[CH:4]=[C:5]2[C:10](=[CH:11][CH:12]=1)[O:9][C:8](=[O:13])[CH:7]=[C:6]2[NH:14][CH:15]1[CH2:20][CH2:19][NH:18][CH2:17][CH2:16]1)[CH3:2].[CH3:21][C:22]1[CH:23]=[C:24]([CH:27]=[CH:28][C:29]=1[CH3:30])[CH:25]=O.N>>[CH3:21][C:22]1[CH:23]=[C:24]([CH:27]=[CH:28][C:29]=1[CH3:30])[CH2:25][N:18]1[CH2:19][CH2:20][CH:15]([NH:14][C:6]2[C:5]3[C:10](=[CH:11][CH:12]=[C:3]([CH2:1][CH3:2])[CH:4]=3)[O:9][C:8](=[O:13])[CH:7]=2)[CH2:16][CH2:17]1. Procedure details: Prepared from 6-Ethyl-4-(piperidin-4-ylamino)-chromen-2-one and 3,4-dimethylbenzaldehyde in a manner analogous to that described above. 1H NMR (300 MHz, DMSO-D6) δ ppm 1.21 (m, 3H) 1.77 (m, 2H) 2.16 (m, 2H) 2.27 (m, 6H) 2.66 (m, 2H) 3.07 (m, 2H) 3.45 (m, 2H) 3.73 (m, 1H) 4.23 (m, 2H) 5.36 (m, 1H) 7.25 (m, 5H) 7.44 (m, 1H) 7.95 (m, 1H); MS (DCI/NH3) m/z 391 [M+H]+. The reactants are C1(=CC=CC=C1)O (phenol), C1(=CC=CC=C1)O (phenol), C(C)[Al](CC)CC (triethyl aluminum), C1(=CC=CC=C1)O (phenol). The product is [O-]C1=CC=CC=C1.[Al+3].[O-]C1=CC=CC=C1.[O-]C1=CC=CC=C1 (aluminum phenoxide), CC(C)=C (isobutylene). As a reaction SMILES: [C:1]1([OH:7])[CH:6]=[CH:5][CH:4]=[CH:3][CH:2]=1.[CH2:8]([Al:10](CC)CC)C>>[O-:7][C:1]1[CH:6]=[CH:5][CH:4]=[CH:3][CH:2]=1.[Al+3:10].[O-:7][C:1]1[CH:6]=[CH:5][CH:4]=[CH:3][CH:2]=1.[O-:7][C:1]1[CH:6]=[CH:5][CH:4]=[CH:3][CH:2]=1.[CH3:8][C:6](=[CH2:5])[CH3:1] |f:2.3.4.5|. Procedure: A phenol alkylation mixture was prepared from 177.5 parts of phenol, 1.06 parts triethyl aluminum (which reacted with the phenol to form aluminum phenoxide) and 232.81 parts of isobutylene. The alkylation was carried out at 115° C. and 190-220 psig except during the addition of the last 15.85 parts of isobutylene which was conducted at 70° C. The mixture was then stirred at 70° C. for 3 hours to complete the reaction. The reactor was vented to atmospheric pressure and, while still at 70° C., 3.6... Starting materials: C(CCC)C1=NN(C(=N1)CCCC)CC=1C=CC(=NC1)C1=C(C(=O)OCC)C=CC=C1 (ethyl 2-[5-[(3,5-dibutyl-1H-1,2,4-triazol-1-yl)methyl]-2-pyridinyl]benzoate), [OH-].[Na+] (sodium hydroxide). The solvent is O (water). Conditions: time 8 hour. Product: C(CCC)C1=NN(C(=N1)CCCC)CC=1C=CC(=NC1)C1=C(C(=O)O)C=CC=C1 (2-[5-[(3,5-dibutyl-1H-1,2,4-triazol-1-yl)methyl]-2-pyridinyl]benzoic acid). RXN SMILES: [CH2:1]([C:5]1[N:9]=[C:8]([CH2:10][CH2:11][CH2:12][CH3:13])[N:7]([CH2:14][C:15]2[CH:16]=[CH:17][C:18]([C:21]3[CH:31]=[CH:30][CH:29]=[CH:28][C:22]=3[C:23]([O:25]CC)=[O:24])=[N:19][CH:20]=2)[N:6]=1)[CH2:2][CH2:3][CH3:4].[OH-].[Na+]>O>[CH2:1]([C:5]1[N:9]=[C:8]([CH2:10][CH2:11][CH2:12][CH3:13])[N:7]([CH2:14][C:15]2[CH:16]=[CH:17][C:18]([C:21]3[CH:31]=[CH:30][CH:29]=[CH:28][C:22]=3[C:23]([OH:25])=[O:24])=[N:19][CH:20]=2)[N:6]=1)[CH2:2][CH2:3][CH3:4] |f:1.2|. Procedure: A 1.0 g sample of the crude ethyl 2-[5-[(3,5-dibutyl-1H-1,2,4-triazol-1-yl)methyl]-2-pyridinyl]benzoate from step 8 in 10 mL of water was treated with 3 mL of 10% aqueous sodium hydroxide and stirred at ambient temperature overnight. The reaction mixture was washed with 30 mL of ether and the pH adjusted to six with dilute hydrochloric acid. Purification by reverse phase chromatography (Waters Deltaprep-3000) using isocratic acetonitrile/water (28:72) (0.05% TFA) gave 5 mg of 2-[5-[(3,5-dibutyl-...